Dataset: the Open Reaction Database (ORD), a public repository of structured organic reaction records. Task: describe an organic reaction: reactants, conditions, products, and yield The reactants are NC1=CC2=C(N(C(=N2)\C=C\C2=CC=CC=C2)C2=NC=CC=C2)C=C1 ((E)-5-amino-1-(2-pyridyl)-2-styryl-1H-benzimidazole), CS(=O)(=O)Cl (methanesulfonyl chloride). Solvent: ClCCl (dichloromethane), N1=CC=CC=C1 (pyridine), ClCCl (dichloromethane). Run at time 2 hour. The product is CS(=O)(=O)NC1=CC2=C(N(C(=N2)\C=C\C2=CC=CC=C2)C2=NC=CC=C2)C=C1 ((E)-5-Methysulfonylamino-1-(2-pyridyl)-2-styryl-1H-benzimidazole). The yield is 34.5%. As a reaction SMILES: [NH2:1][C:2]1[CH:24]=[CH:23][C:5]2[N:6]([C:17]3[CH:22]=[CH:21][CH:20]=[CH:19][N:18]=3)[C:7](/[CH:9]=[CH:10]/[C:11]3[CH:16]=[CH:15][CH:14]=[CH:13][CH:12]=3)=[N:8][C:4]=2[CH:3]=1.[CH3:25][S:26](Cl)(=[O:28])=[O:27]>ClCCl.N1C=CC=CC=1>[CH3:25][S:26]([NH:1][C:2]1[CH:24]=[CH:23][C:5]2[N:6]([C:17]3[CH:22]=[CH:21][CH:20]=[CH:19][N:18]=3)[C:7](/[CH:9]=[CH:10]/[C:11]3[CH:16]=[CH:15][CH:14]=[CH:13][CH:12]=3)=[N:8][C:4]=2[CH:3]=1)(=[O:28])=[O:27]. Procedure: To a stirred solution of (E)-5-amino-1-(2-pyridyl)-2-styryl-1H-benzimidazole (162 mg, 0.52 mmol) in dichloromethane (3 ml) and pyridine (1 ml) was added a solution of methanesulfonyl chloride (63 mg, 0.55 mmol) in dichloromethane (2 ml) dropwise. The reaction mixture was stirred for 2 h at room temperature and then partitioned between ethyl acetate (50 ml) and saturated aqueous sodium bicarbonate solution (50 ml). The organic phase was separated and the aqueous phase was extracted with ethyl ace...